This data is from the Open Reaction Database (ORD), a public repository of structured organic reaction records. The task is: describe an organic reaction: reactants, conditions, products, and yield Starting materials: COC(NC(C(C)C)C(=O)N1C(CCC1)C=1NC(=CN1)C1=CC2=CC=C(C=C2C=C1)C1=CC=C(C=C1)C=1NC(=NC1)C1N(CCC1)C(C(C(C)C)NC(=O)OC)=O)=O ([1-(2-{5-[6-(4-{2-[1-(2-Methoxycarbonylamino-3-methyl-butyryl)-pyrrolidin-2-yl]-3H-imidazol-4-yl}-phenyl)-naphthalen-2-yl]-1H-imidazol-2-yl}-pyrrolidine-1-carbonyl)-2-methyl-propyl]-carbamic acid methyl ester), COC(NC(C(C)C)C(=O)N1C(CCC1)C=1NC(=CN1)C1=CC2=CC=C(C=C2C=C1)B1OC(C(O1)(C)C)(C)C)=O ([2-methyl-1-(2-{5-[6-(4,4,5,5-tetramethyl-[1,3,2]dioxaborolan-2-yl)-naphthalen-2-yl]-1H-imidazol-2-yl}-pyrrolidine-1-carbonyl)-propyl]-carbamic acid methyl ester). The product is COC(NC(C(C)C)C(=O)N1C(CCC1)C=1NC(=CN1)C1=CC2=CC=C(C=C2C=C1)C1=CC=C(C=C1)C=1NC(=NC1)C1N(CC(C1)C#N)C(C(C(C)C)NC(=O)OC)=O)=O ([1-(2-{5-[6-(4-{2-[4-Cyano-1-(2-methoxycarbonylamino-3-methyl-butyryl)-pyrrolidin-2-yl]-3H-imidazol-4-yl}-phenyl)-naphthalen-2-yl]-1H-imidazol-2-yl}-pyrrolidine-1-carbonyl)-2-methyl-propyl]-carbamic acid methyl ester). RXN SMILES: [CH3:1][O:2][C:3](=[O:58])[NH:4][CH:5]([C:9]([N:11]1[CH2:15][CH2:14][CH2:13][CH:12]1[C:16]1[NH:17][C:18]([C:21]2[CH:30]=[CH:29][C:28]3[C:23](=[CH:24][CH:25]=[C:26]([C:31]4[CH:36]=[CH:35][C:34]([C:37]5[NH:38][C:39]([CH:42]6[CH2:46][CH2:45][CH2:44][N:43]6[C:47](=[O:57])[CH:48]([NH:52][C:53]([O:55][CH3:56])=[O:54])[CH:49]([CH3:51])[CH3:50])=[N:40][CH:41]=5)=[CH:33][CH:32]=4)[CH:27]=3)[CH:22]=2)=[CH:19][N:20]=1)=[O:10])[CH:6]([CH3:8])[CH3:7].CO[C:61](=O)[NH:62]C(C(N1CCCC1C1NC(C2C=CC3C(=CC=C(B4OC(C)(C)C(C)(C)O4)C=3)C=2)=CN=1)=O)C(C)C>>[CH3:1][O:2][C:3](=[O:58])[NH:4][CH:5]([C:9]([N:11]1[CH2:15][CH2:14][CH2:13][CH:12]1[C:16]1[NH:17][C:18]([C:21]2[CH:30]=[CH:29][C:28]3[C:23](=[CH:24][CH:25]=[C:26]([C:31]4[CH:32]=[CH:33][C:34]([C:37]5[NH:38][C:39]([CH:42]6[CH2:46][CH:45]([C:61]#[N:62])[CH2:44][N:43]6[C:47](=[O:57])[CH:48]([NH:52][C:53]([O:55][CH3:56])=[O:54])[CH:49]([CH3:51])[CH3:50])=[N:40][CH:41]=5)=[CH:35][CH:36]=4)[CH:27]=3)[CH:22]=2)=[CH:19][N:20]=1)=[O:10])[CH:6]([CH3:8])[CH3:7]. Procedure: Title compound was prepared according to the method employed to prepare [1-(2-{5-[6-(4-{2-[1-(2-Methoxycarbonylamino-3-methyl-butyryl)-pyrrolidin-2-yl]-3H-imidazol-4-yl}-phenyl)-naphthalen-2-yl]-1H-imidazol-2-yl}-pyrrolidine-1-carbonyl)-2-methyl-propyl]-carbamic acid methyl ester (Example AZ), substituting (1-{2-[5-(4-Bromo-phenyl)-1H-imidazol-2-yl]-4-cyano-pyrrolidine-1-carbonyl}-2-methyl-propyl)-carbamic acid methyl ester for [2-methyl-1-(2-{5-[6-(4,4,5,5-tetramethyl-[1,3,2]dioxaborolan-2-yl)-... Yields the product ClC1=CC=C(C=C1)NC1=NC=C(C(=N1)NC)NC=O (2-(4-chlorophenylamino)-4-methylamino-5-formylamino-pyrimidine). Procedure: 200 mg of 2-(4-chlorophenylamino)-4-methylamino-5-amino-pyrimidine are refluxed in 5 ml of formic acid for 5 hours. The reaction mixture is evaporated to dryness and then the residue is stirred with 15 ml of water. The solid is suction filtered, washed with water, briefly boiled with 15 ml ethanol, cooled, suction filtered again, then washed with hot ethanol and dried. RXN SMILES: [Cl:1][C:2]1[CH:7]=[CH:6][C:5]([NH:8][C:9]2[N:14]=[C:13]([NH:15][CH3:16])[C:12]([NH2:17])=[CH:11][N:10]=2)=[CH:4][CH:3]=1.[CH:18](O)=[O:19]>>[Cl:1][C:2]1[CH:3]=[CH:4][C:5]([NH:8][C:9]2[N:14]=[C:13]([NH:15][CH3:16])[C:12]([NH:17][CH:18]=[O:19])=[CH:11][N:10]=2)=[CH:6][CH:7]=1. Starting materials: ClC1=CC=C(C=C1)NC1=NC=C(C(=N1)NC)N (2-(4-chlorophenylamino)-4-methylamino-5-amino-pyrimidine), C(=O)O (formic acid).